This data is from the Open Reaction Database (ORD), a public repository of structured organic reaction records. The task is: describe an organic reaction: reactants, conditions, products, and yield Starting materials: C1CCC2=NCCCN2CC1, ClCCl, O=CC=Cc1ccc([N+](=O)[O-])cc1, O=Nc1ccccc1. Yields the product O=C(C=Cc1ccc([N+](=O)[O-])cc1)N(O)c1ccccc1. Reaction SMILES: [CH2:1]1[CH2:2][CH2:3][C:4]2=[N:9][CH2:8][CH2:7][CH2:6][N:5]2[CH2:10][CH2:11]1.[Cl:33][CH2:34][Cl:35].[N+:12](=[O:13])([O-:14])[c:15]1[cH:16][cH:17][c:18]([CH:19]=[CH:20][CH:21]=[O:22])[cH:23][cH:24]1.[O:25]=[N:26][c:27]1[cH:28][cH:29][cH:30][cH:31][cH:32]1>>[N+:12](=[O:13])([O-:14])[c:15]1[cH:16][cH:17][c:18]([CH:19]=[CH:20][C:21](=[O:22])[N:26]([OH:25])[c:27]2[cH:28][cH:29][cH:30][cH:31][cH:32]2)[cH:23][cH:24]1. The reactants are Cc1ccccc1, CC(C)c1ccccc1CCC(=O)O, O=S(Cl)Cl. Yields the product CC(C)c1ccccc1CCC(=O)Cl. Reaction SMILES: [CH3:19][c:20]1[cH:21][cH:22][cH:23][cH:24][cH:25]1.[CH:1]([CH3:2])([CH3:3])[c:4]1[c:5]([CH2:10][CH2:11][C:12](=[O:13])[OH:14])[cH:6][cH:7][cH:8][cH:9]1.[S:15]([Cl:16])([Cl:17])=[O:18]>>[CH:1]([CH3:2])([CH3:3])[c:4]1[c:5]([CH2:10][CH2:11][C:12](=[O:14])[Cl:17])[cH:6][cH:7][cH:8][cH:9]1. Starting materials: CC(O[Si](C)(C)C(C)(C)C)C(O)(Cn1cncn1)c1ccc(F)cc1F, Cc1ccccc1, CO, Cl. Yields the product CC(O)C(O)(Cn1cncn1)c1ccc(F)cc1F. RXN SMILES: [C:1]([Si:2]([CH3:3])([CH3:4])[O:6][CH:7]([C:8]([CH2:9][n:10]1[n:11][cH:12][n:13][cH:14]1)([OH:15])[c:16]1[c:17]([F:23])[cH:18][c:19]([F:22])[cH:20][cH:21]1)[CH3:24])([CH3:5])([CH3:25])[CH3:26].[CH3:28][c:29]1[cH:30][cH:31][cH:32][cH:33][cH:34]1.[CH3:35][OH:36].[ClH:27]>>[OH:6][CH:7]([C:8]([CH2:9][n:10]1[n:11][cH:12][n:13][cH:14]1)([OH:15])[c:16]1[c:17]([F:23])[cH:18][c:19]([F:22])[cH:20][cH:21]1)[CH3:24]. Starting materials: CCCCCCCCCCCC (dodecane), IC1=C(C=CC=C1)OC (2-Iodoanisole), C(CCCCC)N (n-hexylamine), P(=O)([O-])([O-])[O-].[K+].[K+].[K+] (potassium phosphate), CC1=C(C(=CC=C1)C)O (2,6-dimethylphenol), Teflon. The reagents and catalysts are [Cu]I (Copper (I) iodide). The solvent is O (water), C(C)OCC (Diethyl ether). Conditions: temperature 80 celsius. Yields the product COC1=C(C=CC=C1)CCCCCCN (N-(2-methoxyphenyl)hexylamine). Reaction SMILES: P([O-])([O-])([O-])=O.[K+].[K+].[K+].CC1C=CC=C(C)C=1O.I[C:19]1[CH:24]=[CH:23][CH:22]=[CH:21][C:20]=1[O:25][CH3:26].[CH2:27]([NH2:33])[CH2:28][CH2:29][CH2:30][CH2:31][CH3:32].CCCCCCCCCCCC>[Cu]I.O.C(OCC)C>[CH3:26][O:25][C:20]1[CH:21]=[CH:22][CH:23]=[CH:24][C:19]=1[CH2:32][CH2:31][CH2:30][CH2:29][CH2:28][CH2:27][NH2:33] |f:0.1.2.3|. Procedure details: Copper (I) iodide (10 mg, 0.05 mmol, 5 mol %), anhydrous fine powder potassium phosphate (425 mg, 2.0 mmol) and 2,6-dimethylphenol (24 mg, 0.2 mmol, 20 mol %) were put into a screw-capped test tube with a Teflon septum. The tube was evacuated and back-filled with argon (3 cycles). 2-Iodoanisole (130 μL, 1.0 mmol) and n-hexylamine (158 μL, 1.0 mmol) were added by micro-syringe at room temperature. The reaction mixture was heated at 80° C. for 18 hours. The reaction mixture was then allowed to rea... Starting materials: O=C([O-])O, CO, CCCCCCC=C(C(=O)OCC)C(=O)OCC, [K+], OO. The product is CCCCCCC1OC1(C(=O)OCC)C(=O)OCC. RXN SMILES: [C:19]([O-:20])(=[O:21])[OH:22].[CH3:26][OH:27].[CH:1]([CH2:2][CH2:3][CH2:4][CH2:5][CH2:6][CH3:7])=[C:8]([C:9](=[O:10])[O:11][CH2:12][CH3:13])[C:14](=[O:15])[O:16][CH2:17][CH3:18].[K+:23].[OH:24][OH:25]>>[CH:1]1([CH2:2][CH2:3][CH2:4][CH2:5][CH2:6][CH3:7])[C:8]([C:9](=[O:10])[O:11][CH2:12][CH3:13])([C:14](=[O:15])[O:16][CH2:17][CH3:18])[O:20]1. Reactants: CC1=NC(=CC(=C1)CO)C ((2,6-dimethyl-4-pyridyl)methanol), S(=O)(Cl)Cl (thionyl chloride). The solvent is C(Cl)(Cl)Cl (CHCl3). Product: CC1=NC(=CC(=C1)CCl)C ((2,6-dimethyl-4-pyridyl)methyl chloride). As a reaction SMILES: [CH3:1][C:2]1[CH:7]=[C:6]([CH2:8]O)[CH:5]=[C:4]([CH3:10])[N:3]=1.S(Cl)([Cl:13])=O>C(Cl)(Cl)Cl>[CH3:1][C:2]1[CH:7]=[C:6]([CH2:8][Cl:13])[CH:5]=[C:4]([CH3:10])[N:3]=1. Procedure: In 77 ml of CHCl3 was dissolved 7.00 g (0.0511 mole) of (2,6-dimethyl-4-pyridyl)methanol and with stirring at room temperature, 15.3 ml of thionyl chloride was added dropwise. After completion of the dropwise addition, the mixture was stirred for 3 hours and concentrated. The residue was diluted with aqueous sodium hydrogen carbonate solution and extracted with AcOEt (100 ml×3). The extract was dried over MgSO4 and distilled to remove AcOEt. The procedure gave 6.37 g of (2,6-dimethyl-4-pyridyl)m... Reactants: C(C)OC(C1=CC(=NC=C1)NC(=O)NC(C)C)=O (2-(3-Isopropyl-ureido)-isonicotinic acid ethyl ester), [OH-].[Na+] (NaOH). The solvent is CO (MeOH). Conditions: time 1.5 hour. The product is C(C)(C)NC(NC=1C=C(C(=O)O)C=CN1)=O (2-(3-Isopropyl-ureido)-isonicotinic acid). RXN SMILES: C([O:3][C:4](=[O:18])[C:5]1[CH:10]=[CH:9][N:8]=[C:7]([NH:11][C:12]([NH:14][CH:15]([CH3:17])[CH3:16])=[O:13])[CH:6]=1)C.[OH-].[Na+]>CO>[CH:15]([NH:14][C:12](=[O:13])[NH:11][C:7]1[CH:6]=[C:5]([CH:10]=[CH:9][N:8]=1)[C:4]([OH:18])=[O:3])([CH3:17])[CH3:16] |f:1.2|. Procedure details: To a solution of 2-(3-Isopropyl-ureido)-isonicotinic acid ethyl ester (130 mg, 0.52 mmol) in MeOH (5 ml) is added 2 M NaOH (2.5 ml) and the resulting solution is stirred for 1.5 hours at room temperature. The solvent is removed in vacuo and sat. aq. NH4Cl solution is added. The pH of the aqueous phase is adjusted to 1 using 1 M HCl and the product extracted into EtOAc, dried (MgSO4) the solvent removed in vacuo to afford 2-(3-Isopropyl-ureido)-isonicotinic acid as a white solid; [M+H]+ 224 The reactants are CC1(OC2=C(C(N1)=O)C=CC(=C2)O)C (2,3-dihydro-2,2-dimethyl-7-hydroxy-4H-1,3-benzoxazin-4-one), BrCCBr (1,2-dibromoethane). Solvent: C(C)(C)O (isopropanol). The product is CC1(OC2=C(C(N1)=O)C=CC(=C2)OCCBr)C (2,3-dihydro-2,2-dimethyl-7-(2-bromoethoxy)-4H-1,3-benzoxazin-4-one). As a reaction SMILES: [CH3:1][C:2]1([CH3:14])[NH:7][C:6](=[O:8])[C:5]2[CH:9]=[CH:10][C:11]([OH:13])=[CH:12][C:4]=2[O:3]1.[Br:15][CH2:16][CH2:17]Br>C(O)(C)C>[CH3:1][C:2]1([CH3:14])[NH:7][C:6](=[O:8])[C:5]2[CH:9]=[CH:10][C:11]([O:13][CH2:17][CH2:16][Br:15])=[CH:12][C:4]=2[O:3]1. Procedure details: 16.2 g of 2,3-dihydro-2,2-dimethyl-7-hydroxy-4H-1,3-benzoxazin-4-one are reacted analogously to Example (3a) with 84 ml of 1,2-dibromoethane and yield 2,3-dihydro-2,2-dimethyl-7-(2-bromoethoxy)-4H-1,3-benzoxazin-4-one having a melting point of 156°-158° (from isopropanol). Reactants: BrC1=CC=C(C=C1)C(C(F)F)=O (1-(4-bromophenyl)-2,2-difluoroethanone), ICI (Diiodomethane), [Sn](Cl)(Cl)(Cl)Cl (tin(iv) chloride), C(Cl)Cl (CH2Cl2), C([O-])(O)=O.[Na+] (sodium bicarbonate). Reagents/catalysts: [Zn] (zinc). Solvent: C1CCOC1 (THF), C1CCOC1 (THF), hexanes. Conditions: time 30 minute. The product is BrC1=CC=C(C=C1)C(=C)C(F)F (1-Bromo-4-[1-(difluoromethyl)vinyl]benzene). Reaction SMILES: ICI.[Sn](Cl)(Cl)(Cl)Cl.C(Cl)Cl.[Br:12][C:13]1[CH:18]=[CH:17][C:16]([C:19](=O)[CH:20]([F:22])[F:21])=[CH:15][CH:14]=1.[C:24](=O)(O)[O-].[Na+]>C1COCC1.[Zn]>[Br:12][C:13]1[CH:18]=[CH:17][C:16]([C:19]([CH:20]([F:22])[F:21])=[CH2:24])=[CH:15][CH:14]=1 |f:4.5|. Procedure details: To activated zinc dust (13.3 g, 0.2 mol) in a 1 L flask was added THF (200 mL). Diiodomethane (8.9 mL, 110 mmol) was added dropwise over ˜10 min. The mixture was stirred at room temperature for 30 min. The mixture was cooled with an ice-acetone bath, a solution of tin(iv) chloride 1M in CH2Cl2 (22.1 mL, 22.1 mmol) was added over ˜15 min (needle tip inserted inside the mixture). The mixture was stirred for 15 min and the cooling bath was removed. The mixture was stirred at r.t for 30 min. After c...